Dataset: the Open Reaction Database (ORD), a public repository of structured organic reaction records. Task: describe an organic reaction: reactants, conditions, products, and yield Reported procedure: A suspension of p-nitrophenylacetic acid (9.05 g, 50 mmol), 4-methoxybenzaldehyde (7.5 g, 55.1 mmol), and piperidine (2.5 ml) was heated at reflux for 45 min. After allowing to cool to room temperature, the reaction mixture was dissolved in CH2Cl2 (100 ml), washed with 0.1N NaOH (2×20 ml), and dried (MgSO4). The solvent was removed under reduced pressure to provide a solid which was recrystallized from EtOH to give 5.8 g (45.5%) of 4-methoxy-4-nitrostilbene as orange-colored crystals, mp 131°-13... The product is COC1(CC=C(C=C1)C=CC1=CC=CC=C1)[N+](=O)[O-] (4-methoxy-4-nitrostilbene). The reactants are [N+](=O)([O-])C1=CC=C(C=C1)CC(=O)O (p-nitrophenylacetic acid), COC1=CC=C(C=O)C=C1 (4-methoxybenzaldehyde), N1CCCCC1 (piperidine), C(Cl)Cl (CH2Cl2). As a reaction SMILES: [N+:1]([C:4]1[CH:9]=[CH:8][C:7]([CH2:10][C:11](O)=O)=[CH:6][CH:5]=1)([O-:3])=[O:2].[CH3:14][O:15]C1C=CC(C=O)=CC=1.N1[CH2:29][CH2:28][CH2:27][CH2:26][CH2:25]1.[CH2:30](Cl)Cl>>[CH3:14][O:15][C:4]1([N+:1]([O-:3])=[O:2])[CH:5]=[CH:6][C:7]([CH:10]=[CH:11][C:25]2[CH:30]=[CH:29][CH:28]=[CH:27][CH:26]=2)=[CH:8][CH2:9]1. The yield is 45.5%. The reactants are CC(C)(C)OC(=O)NC1CC1c1ccc(-c2ccccc2)cc1, CN1CCN(C(=O)CCl)CC1, [H-], [Na+], CN(C)C=O, O. Product: CN1CCN(C(=O)CN(C(=O)OC(C)(C)C)C2CC2c2ccc(-c3ccccc3)cc2)CC1. Reaction SMILES: [C:3]([CH3:4])([CH3:5])([CH3:6])[O:7][C:8]([NH:9][CH:10]1[CH:11]([c:13]2[cH:14][cH:15][c:16](-[c:19]3[cH:20][cH:21][cH:22][cH:23][cH:24]3)[cH:17][cH:18]2)[CH2:12]1)=[O:25].[Cl:26][CH2:27][C:28](=[O:29])[N:30]1[CH2:31][CH2:32][N:33]([CH3:36])[CH2:34][CH2:35]1.[H-:2].[Na+:1].[O:38]=[CH:39][N:40]([CH3:41])[CH3:42].[OH2:37]>>[C:3]([CH3:4])([CH3:5])([CH3:6])[O:7][C:8]([N:9]([CH:10]1[CH:11]([c:13]2[cH:14][cH:15][c:16](-[c:19]3[cH:20][cH:21][cH:22][cH:23][cH:24]3)[cH:17][cH:18]2)[CH2:12]1)[CH2:27][C:28](=[O:29])[N:30]1[CH2:31][CH2:32][N:33]([CH3:36])[CH2:34][CH2:35]1)=[O:25]. Reactants: C(#C)C(=O)OC1=CC=CC=C1 (phenyl acetylenecarboxylate). The solvent is CN(C)C=O (DMF). The product is C1(=CC(=CC(=C1)C(=O)OC1=CC=CC=C1)C(=O)OC1=CC=CC=C1)C(=O)OC1=CC=CC=C1 (triphenyl benzene-1,3,5-tricarboxylate). RXN SMILES: [C:1]([C:3]([O:5][C:6]1[CH:11]=[CH:10][CH:9]=[CH:8][CH:7]=1)=[O:4])#[CH:2]>CN(C=O)C>[C:1]1([C:3]([O:5][C:6]2[CH:11]=[CH:10][CH:9]=[CH:8][CH:7]=2)=[O:4])[CH:2]=[C:1]([C:3]([O:5][C:6]2[CH:11]=[CH:10][CH:9]=[CH:8][CH:7]=2)=[O:4])[CH:2]=[C:1]([C:3]([O:5][C:6]2[CH:11]=[CH:10][CH:9]=[CH:8][CH:7]=2)=[O:4])[CH:2]=1. Reported procedure: In the reaction, phenyl acetylenecarboxylate 12 is readily obtained by a simple condensation of phenol 11 and propiolic acid 9 using 1,3-dicyclohexylcarbodiimine (DCC), 4-(dimethylamino)pyridine (DMAP), 4-toluenesulfonic acid (TsOH) and Dichloromethane (DCM). Refluxing the obtained phenyl acetylenecarboxylate 12 in DMF for 24 hours under nitrogen yields the cyclotrimerized product of triphenyl benzene-1,3,5-tricarboxylate 13. Starting materials: CNCC=C1CC2(C3=CC=CC=C13)CCCC2 (N-Methyl-2-[spiro(cyclopentane-1,1'-indene)-3'-yliden]ethylamine), FC(C(=O)OC(C(F)(F)F)=O)(F)F (trifluoroacetic anhydride), C([O-])([O-])=O.[Na+].[Na+] (sodium carbonate). Run in C(C)OCC (diethyl ether). Reaction conditions: temperature 20 celsius. Yields the product CNCC(O)C1=CC2(C3=CC=CC=C13)CCCC2 (2-Methylamino-1-[spiro(cyclopentane-1,1'-indene)-3'-yl]ethanol). Reaction SMILES: [CH3:1][NH:2][CH2:3][CH:4]=[C:5]1[C:13]2[C:8](=[CH:9][CH:10]=[CH:11][CH:12]=2)[C:7]2([CH2:17][CH2:16][CH2:15][CH2:14]2)[CH2:6]1.FC(F)(F)C(OC(=O)C(F)(F)F)=[O:21].C(=O)([O-])[O-].[Na+].[Na+]>C(OCC)C>[CH3:1][NH:2][CH2:3][CH:4]([C:5]1[C:13]2[C:8](=[CH:9][CH:10]=[CH:11][CH:12]=2)[C:7]2([CH2:17][CH2:16][CH2:15][CH2:14]2)[CH:6]=1)[OH:21] |f:2.3.4|. Reported procedure: N-Methyl-2-[spiro(cyclopentane-1,1'-indene)-3'-yliden]ethylamine (8.1 g; Swedish Pat. No. 7203905-0) in diethyl ether (100 ml) is treated with trifluoroacetic anhydride (8 ml) while being stirred with powdered anhydrous sodium carbonate (6 g). The solid is filtered off and the solvent is evaporated from the filtrate. The crude N-trifluoroacetyl-N-methylspiro(cyclopentane-1,1'-indan)-3'-ylideneethylamine is dissolved in dichloromethane (100 ml), added to sodium bicarbonate solution (40 ml; 0.5 M)...